Dataset: the Open Reaction Database (ORD), a public repository of structured organic reaction records. Task: describe an organic reaction: reactants, conditions, products, and yield The reactants are N1C=NC=C1 (Imidazole), [Si](C)(C)(C(C)(C)C)Cl (tert-butyldimethylsilyl chloride), compound, CN(C)C=O (DMF), C(C)(=O)OCC (ethyl acetate), O (water). Run at time 2 hour. Product: C(C)(=O)O[C@@H]1[C@H](C(N1)=O)[C@@H](C)O[Si](C)(C)C(C)(C)C ((3R,4R)-4-acetoxy-3-[(R)-1-(tert-butyldimethylsilyloxy)ethyl]-2-azetidinone). RXN SMILES: N1[CH:5]=[CH:4]N=C1.[Si:6](Cl)([C:9]([CH3:12])([CH3:11])[CH3:10])([CH3:8])[CH3:7].[C:14]([O:17][CH2:18][CH3:19])(=[O:16])[CH3:15].[OH2:20].C[N:22]([CH:24]=[O:25])C>>[C:14]([O:17][C@H:18]1[NH:22][C:24](=[O:25])[C@@H:19]1[C@H:4]([O:20][Si:6]([C:9]([CH3:12])([CH3:11])[CH3:10])([CH3:8])[CH3:7])[CH3:5])(=[O:16])[CH3:15]. Procedure details: Imidazole (0.1 g) and tert-butyldimethylsilyl chloride (0.08 g) are added to a solution of the object compound (0.036 g) of Example 6 in DMF (5 ml) at 40° C. and the mixture is stirred at the same temperature for 2 hours and then poured into a mixture of ethyl acetate (50 ml) and water (30 ml). The organic layer is separated, washed with brine, dried over magnesium sulfate and concentrated under reduced pressure. The residue is dissolved in a mixture of tetrahydrofuran (7 ml) and water (2 ml), a... Starting materials: CSCCC(NC1=CC=C(C=C1)OCCC(OCC)OC(COC)=O)=O (2-{4-(3-ethoxy-2-methoxyacetoxypropoxy)phenylcarbamoyl}ethyl methyl sulfide), C1(=CC=C(C=C1)S(=O)(=O)OC)C (methyl p-toluenesulfonate), C(C)(C)OC(C)C (Isopropyl ether). Solvent: C(Cl)Cl (methylene chloride). Run at time 48 hour. Yields the product C1(=CC=C(C=C1)S(=O)(=O)[O-])C.C(C)OC(CCOC1=CC=C(C=C1)NC(=O)CC[S+](C)C)OC(COC)=O (2-{4-(3-ethoxy-2-methoxyacetoxypropoxy)phenylcarbamoyl}ethyldimethylsulfonium p-toluenesulfonate). The yield is 92.7%. As a reaction SMILES: [CH3:1][S:2][CH2:3][CH2:4][C:5](=[O:26])[NH:6][C:7]1[CH:12]=[CH:11][C:10]([O:13][CH2:14][CH2:15][CH:16]([O:20][C:21](=[O:25])[CH2:22][O:23][CH3:24])[O:17][CH2:18][CH3:19])=[CH:9][CH:8]=1.[C:27]1([CH3:38])[CH:32]=[CH:31][C:30]([S:33]([O:36]C)(=[O:35])=[O:34])=[CH:29][CH:28]=1.[CH:39](OC(C)C)(C)C>C(Cl)Cl>[C:27]1([CH3:38])[CH:28]=[CH:29][C:30]([S:33]([O-:36])(=[O:34])=[O:35])=[CH:31][CH:32]=1.[CH2:18]([O:17][CH:16]([O:20][C:21](=[O:25])[CH2:22][O:23][CH3:24])[CH2:15][CH2:14][O:13][C:10]1[CH:9]=[CH:8][C:7]([NH:6][C:5]([CH2:4][CH2:3][S+:2]([CH3:39])[CH3:1])=[O:26])=[CH:12][CH:11]=1)[CH3:19] |f:4.5|. Procedure details: Dissolved in 30 ml of methylene chloride was 3.85 g of 2-{4-(3-ethoxy-2-methoxyacetoxypropoxy)phenylcarbamoyl}ethyl methyl sulfide. Thereto was added 5.58 g of methyl p-toluenesulfonate and the mixture was stirred at room temperature for 48 hours. Isopropyl ether was adde to the reaction mixture and the insoluble solid was separated. The solid was purified with acetonitrile-ether, giving 5.30 g of 2-{4-(3-ethoxy-2-methoxyacetoxypropoxy)phenylcarbamoyl}ethyldimethylsulfonium p-toluenesulfonate (C... The reactants are ClS(=O)(=O)O (chlorosulfonic acid), S(=O)(Cl)Cl (thionyl chloride), BrC=1C=C2C(=NC=NC2=CC1)C=1SC=CC1 (6-bromo-4-(2-thienyl)quinazoline), C([O-])(O)=O.[Na+] (sodium bicarbonate). The solvent is O (water). Conditions: temperature 60 celsius. Yields the product BrC=1C=C2C(=NC=NC2=CC1)C1=CC=C(S1)S(=O)(=O)Cl (5-(6-Bromoquinazolin-4-yl)-thiophen-2-sulfonyl chloride). As a reaction SMILES: [Cl:1][S:2]([OH:5])(=O)=[O:3].S(Cl)(Cl)=O.[Br:10][C:11]1[CH:12]=[C:13]2[C:18](=[CH:19][CH:20]=1)[N:17]=[CH:16][N:15]=[C:14]2[C:21]1[S:22][CH:23]=[CH:24][CH:25]=1.C(=O)(O)[O-].[Na+]>O>[Br:10][C:11]1[CH:12]=[C:13]2[C:18](=[CH:19][CH:20]=1)[N:17]=[CH:16][N:15]=[C:14]2[C:21]1[S:22][C:23]([S:2]([Cl:1])(=[O:5])=[O:3])=[CH:24][CH:25]=1 |f:3.4|. Procedure: 14.4 mL chlorosulfonic acid and 14.42 mL thionyl chloride were added to 7.78 g of 6-bromo-4-(2-thienyl)quinazoline (compound in Production Example 96) under ice-cooling in a stream of nitrogen, and the mixture was heated at 60° C. for 16 hours, then poured into iced water, neutralized by adding a sodium bicarbonate solution and extracted with dichloromethane. The organic layer was dried over anhydrous sodium sulfate. The residue was recrystallized from ether/hexane, to give 2.47 g of the title c... Product: COC1=NC=CC=C1C=1C=NC=C(C1)C(=O)NC1=CC=C(C=C1)OC(F)(F)F (2′-Methoxy-N-(4-(trifluoromethoxy)phenyl)-[3,3′-bipyridine]-5-carboxamide). Starting materials: BrC=1C=NC=C(C(=O)NC2=CC=C(C=C2)OC(F)(F)F)C1 (5-Bromo-N-(4-(trifluoromethoxy)phenyl)nicotinamide), COC1=NC=CC=C1B(O)O (2-methoxypyridin-3-ylboronic acid), C(=O)([O-])[O-].[K+].[K+] (K2CO3), PdCl2(dppf)-(CH2Cl2), O (water). The solvent is O1CCOCC1 (dioxane). Run at temperature 60 celsius, time 1 hour. Procedure: 5-Bromo-N-(4-(trifluoromethoxy)phenyl)nicotinamide (Stage 61.1, 90 mg, 0.25 mmol), 2-methoxypyridin-3-ylboronic acid (45.9 mg, 0.300 mmol), K2CO3 (69.1 mg, 0.500 mmol), PdCl2(dppf)-(CH2Cl2) (20.42 mg, 0.025 mmol), water (0.6 mL) and dioxane (3 mL) were added to a vial, which was sealed, evacuated/purged with argon and the RM was stirred at 60° C. for 1 h. The RM was treated with water and extracted with EtOAc. The combined extracts were washed with water and brine, dried over Na2SO4 and the solv... As a reaction SMILES: Br[C:2]1[CH:3]=[N:4][CH:5]=[C:6]([CH:21]=1)[C:7]([NH:9][C:10]1[CH:15]=[CH:14][C:13]([O:16][C:17]([F:20])([F:19])[F:18])=[CH:12][CH:11]=1)=[O:8].[CH3:22][O:23][C:24]1[C:29](B(O)O)=[CH:28][CH:27]=[CH:26][N:25]=1.C([O-])([O-])=O.[K+].[K+].O>O1CCOCC1>[CH3:22][O:23][C:24]1[C:29]([C:2]2[CH:3]=[N:4][CH:5]=[C:6]([C:7]([NH:9][C:10]3[CH:15]=[CH:14][C:13]([O:16][C:17]([F:20])([F:19])[F:18])=[CH:12][CH:11]=3)=[O:8])[CH:21]=2)=[CH:28][CH:27]=[CH:26][N:25]=1 |f:2.3.4|. The reactants are ClC=1C=C(C=CC1)C1=CNC2=CC=CC=C12 (3-(3-Chlorophenyl)indole), C(=O)(C(F)(F)F)O (TFA). The solvent is C1CCOC1 (THF), C1CCOC1 (THF). Conditions: temperature 0 celsius, time 10 minute. The product is ClC=1C=C(C=CC1)C1CNC2=CC=CC=C12 (3-(3-Chlorophenyl)-indoline), oil. The yield is 74.0%. Reaction SMILES: [Cl:1][C:2]1[CH:3]=[C:4]([C:8]2[C:16]3[C:11](=[CH:12][CH:13]=[CH:14][CH:15]=3)[NH:10][CH:9]=2)[CH:5]=[CH:6][CH:7]=1.C(O)(C(F)(F)F)=O>C1COCC1>[Cl:1][C:2]1[CH:3]=[C:4]([CH:8]2[C:16]3[C:11](=[CH:12][CH:13]=[CH:14][CH:15]=3)[NH:10][CH2:9]2)[CH:5]=[CH:6][CH:7]=1. Procedure: 3-(3-Chlorophenyl)indole (5.30 g, 23.3 mmol) was dissolved in 50 mL of 1 M BH3 in THF. The mixture was cooled to about 0° C. To the solution was added slowly TFA (50 mL). After addition, the solution was stirred for about 10 minutes. To the solution was added slowly 1M BH3 in THF (40 mL). The mixture was stirred for about 5 minutes and then concentrated in vacuo. The residue was purified by column chromatography on silica, eluting with EtOAc/hexane 1:6. The title compound was obtained as an oil ... Starting materials: C(C)(C)(C)OC(=O)NCC(=O)NC=1C=C(CSC2=NC(=C3N=C(N(C3=N2)C)CC)N2CCOCC2)C=CC1OC (2-[3-(2-tert-butoxycarbonylaminoacetylamino)-4-methoxybenzylsulfanyl]-8-ethyl-9-methyl-6-morpholino-9H-purine), C(C)(C)(C)OC(=O)NCC(=O)NC=1C=C(CSC2=NC(=C3N=C(N(C3=N2)C)CC)N2CCOCC2)C=CC1OC (2-[3-(2-tert-butoxycarbonylaminoacetylamino)-4-methoxybenzylsulfanyl]-8-ethyl-9-methyl-6-morpholino-9H-purine), Cl (hydrogen chloride). Run in O1CCCC1 (tetrahydrofuran), O1CCOCC1 (dioxane). Yields the product Cl.NCC(=O)NC=1C=C(CSC2=NC(=C3N=C(N(C3=N2)C)CC)N2CCOCC2)C=CC1OC (2-[3-(2-aminoacetylamino)-4-methoxybenzylsulfanyl]-8-ethyl-9-methyl-6-morpholino-9H-purine hydrochloride). Yield: 83.0%. Reaction SMILES: C(OC([NH:8][CH2:9][C:10]([NH:12][C:13]1[CH:14]=[C:15]([CH:36]=[CH:37][C:38]=1[O:39][CH3:40])[CH2:16][S:17][C:18]1[N:26]=[C:25]2[C:21]([N:22]=[C:23]([CH2:28][CH3:29])[N:24]2[CH3:27])=[C:20]([N:30]2[CH2:35][CH2:34][O:33][CH2:32][CH2:31]2)[N:19]=1)=[O:11])=O)(C)(C)C.[ClH:41]>O1CCCC1.O1CCOCC1>[ClH:41].[NH2:8][CH2:9][C:10]([NH:12][C:13]1[CH:14]=[C:15]([CH:36]=[CH:37][C:38]=1[O:39][CH3:40])[CH2:16][S:17][C:18]1[N:26]=[C:25]2[C:21]([N:22]=[C:23]([CH2:28][CH3:29])[N:24]2[CH3:27])=[C:20]([N:30]2[CH2:31][CH2:32][O:33][CH2:34][CH2:35]2)[N:19]=1)=[O:11] |f:4.5|. Reported procedure: 2-[3-(2-tert-butoxycarbonylaminoacetylamino)-4-methoxybenzylsulfanyl]-8-ethyl-9-methyl-6-morpholino-9H-purine (Compound 62) (140 mg, 0.24 mmol) was dissolved in tetrahydrofuran (15 ml), 4N-hydrogen chloride in dioxane (2 ml) and stirred for 8 hours. After distilling away the solvent under reduced pressure, the residue was washed with ether to obtain 103 mg (83% yield) of Compound 28.